Dataset: the Open Reaction Database (ORD), a public repository of structured organic reaction records. Task: describe an organic reaction: reactants, conditions, products, and yield Starting materials: O=Cc1ccc(C(=O)O)cc1, Cc1cc(=O)cc(-c2ccccc2)o1, CC[O-], CCO, Cl, [Na+], [Na]. Yields the product O=C(O)c1ccc(C=Cc2cc(=O)cc(-c3ccccc3)o2)cc1. RXN SMILES: [C:15](=[O:16])([OH:17])[c:18]1[cH:19][cH:20][c:21]([CH:22]=[O:23])[cH:24][cH:25]1.[CH3:1][c:2]1[o:3][c:4](-[c:9]2[cH:10][cH:11][cH:12][cH:13][cH:14]2)[cH:5][c:6](=[O:8])[cH:7]1.[CH3:27][CH2:28][O-:29].[CH3:32][CH2:33][OH:34].[ClH:31].[Na+:26].[Na:30]>>[CH:1]([c:2]1[o:3][c:4](-[c:9]2[cH:10][cH:11][cH:12][cH:13][cH:14]2)[cH:5][c:6](=[O:8])[cH:7]1)=[CH:22][c:21]1[cH:20][cH:19][c:18]([C:15](=[O:16])[OH:17])[cH:25][cH:24]1. Reactants: OO (hydrogen peroxide), NC(=C(C(N)=S)C#N)OCC (3-amino-2-cyano-3-ethoxypropenethioamide). Run in C(C)O (ethanol), C(C)O (ethanol). Product: NC1=C(C(=NS1)OCC)C#N (5-amino-4-cyano-3-ethoxyisothiazole). Isolated yield 69.2%. As a reaction SMILES: [NH2:1][C:2]([O:9][CH2:10][CH3:11])=[C:3]([C:7]#[N:8])[C:4](=[S:6])[NH2:5].OO>C(O)C>[NH2:5][C:4]1[S:6][N:1]=[C:2]([O:9][CH2:10][CH3:11])[C:3]=1[C:7]#[N:8]. Procedure details: A mixture of 38 g of 3-amino-2-cyano-3-ethoxypropenethioamide (above) and 400 ml of ethanol was heated to the reflux temperature. To the hot mixture was added 26.0 ml of 30% hydrogen peroxide at a rate sufficient to maintain reflux. After addition was complete the reaction mixture was heated under reflux during one half hour. To the mixture was added 100 ml of ethanol, and reflux was continued during an additional one half hour, at which time thin-layer chromatography indicated that the reaction... Starting materials: [Li+].C[Si](C)(C)[N-][Si](C)(C)C (LHMDS), COC(=O)[C@@]1(CN(C(C1)=O)C1=C(C=CC=C1C)C)CC(C)C ((S)-1-(2,6-dimethyl-phenyl)-3-isobutyl-5-oxo-pyrrolidine-3-carboxylic acid methyl ester), [NH4+].[Cl-] (NH4Cl), IC (iodomethane). The solvent is C1CCOC1 (THF). Reaction conditions: time 5 minute. Yields the product COC(=O)[C@@]1(CN(C(C1C)=O)C1=C(C=CC=C1C)C)CC(C)C ((S)-1-(2,6-dimethylphenyl)-3-isobutyl-4-methyl-5-oxo-pyrrolidine-3-carboxylic acid methyl ester). Yield: 27.7%. Reaction SMILES: [Li+].C[Si]([N-][Si](C)(C)C)(C)C.[CH3:11][O:12][C:13]([C@@:15]1([CH2:29][CH:30]([CH3:32])[CH3:31])[CH2:19][C:18](=[O:20])[N:17]([C:21]2[C:26]([CH3:27])=[CH:25][CH:24]=[CH:23][C:22]=2[CH3:28])[CH2:16]1)=[O:14].I[CH3:34].[NH4+].[Cl-]>C1COCC1>[CH3:11][O:12][C:13]([C@@:15]1([CH2:29][CH:30]([CH3:32])[CH3:31])[CH:19]([CH3:34])[C:18](=[O:20])[N:17]([C:21]2[C:26]([CH3:27])=[CH:25][CH:24]=[CH:23][C:22]=2[CH3:28])[CH2:16]1)=[O:14] |f:0.1,4.5|. Procedure: LHMDS (1 M solution in THF, 1.78 mL, 1.78 mmol) was added slowly to a cooled (−50° C.) solution of (S)-1-(2,6-dimethylphenyl)-3-isobutyl-5-oxo-pyrrolidine-3-carboxylic acid methyl ester (prepared from step e, 450 mg, 1.48 mmol) in THF (10 mL). After 5 min, iodomethane (185 μL, 2.97 mmol) was added at −50° C. and the resulting reaction mixture was immediately warmed to room temperature and stirred further for 2 h. Saturated aqueous NH4Cl solution (25 mL) was added, and the solution was extracted ... The reactants are O([Na])Br (NaOBr), [Na] (sodium), BrBr (bromine), C(C1=CC=CC=C1)(=O)O (benzoic acid), [OH-].[Na+] (NaOH), CC(=O)C1=CC=C(C=C1)OC (4-methoxyacetophenone), O([Na])Br (NaOBr), CC(=O)C1=CC=C(C=C1)OC (4-methoxyacetophenone), BrBr (bromine). Run in O (water), O (water), O (water), O1CCOCC1 (dioxane), O1CCOCC1 (dioxane). Yields the product O([Na])Br (NaOBr), COC1=CC=C(C(=O)O)C=C1 (4-methoxybenzoic acid). RXN SMILES: C[C:2]([C:4]1[CH:9]=[CH:8][C:7]([O:10][CH3:11])=[CH:6][CH:5]=1)=[O:3].[O:12]([Br:14])[Na:13].[OH-].[Na+].BrBr.C(O)(=[O:26])C1C=CC=CC=1.[Na]>O1CCOCC1.O>[O:12]([Br:14])[Na:13].[CH3:11][O:10][C:7]1[CH:8]=[CH:9][C:4]([C:2]([OH:3])=[O:26])=[CH:5][CH:6]=1 |f:2.3,^1:27|. Procedure: 4-methoxyacetophenone (11.5 g) was dissolved in 100 ml dioxane and freshly prepared NaOBr solution (as prepared below) was added dropwise, with constant stirring with a stir bar at room temperature. The NaOBr solution was prepared by dissolving 40 g of NaOH in 500 ml of water, cooling to 0° C. in an ice bath, and adding bromine (12.5 ml) dropwise while stirring with stir bar; bromine was added slowly so that the reaction mixture did not exceed 5° C. After overnight stirring of the 4-methoxyaceto... The reactants are C(Cl)(Cl)Cl (chloroform), CO (methanol), Cl (hydrogen chloride), C(#N)NC(CCSC(C=1N=CSC1)NC(=NC)N)=N (N-cyano-3-(2-methylguanidinothiazol-4-ylmethylthio)propionamidine). Solvent: C(C)O (ethanol). Yields the product C(N)(=O)NC(CCSC(C=1N=CSC1)NC(=NC)N)=N (N-carbamoyl-3-(2-methylguanidinothiazol-4-ylmethylthio)-propionamidine). RXN SMILES: C(Cl)(Cl)Cl.C[OH:6].[C:7]([NH:9][C:10](=[NH:25])[CH2:11][CH2:12][S:13][CH:14]([NH:20][C:21]([NH2:24])=[N:22][CH3:23])[C:15]1[N:16]=[CH:17][S:18][CH:19]=1)#[N:8].Cl>C(O)C>[C:7]([NH:9][C:10](=[NH:25])[CH2:11][CH2:12][S:13][CH:14]([NH:20][C:21]([NH2:24])=[N:22][CH3:23])[C:15]1[N:16]=[CH:17][S:18][CH:19]=1)(=[O:6])[NH2:8]. Procedure: In a mixture of 20 ml of ethanol, 30 ml of chloroform, and 10 ml of methanol was dissolved 1.0 g of N-cyano-3-(2-methylguanidinothiazol-4-ylmethylthio)propionamidine and after cooling the solution to 0°-5° C. and passing therethrough a hydrogen chloride gas for one hour, the solvents were distilled off under reduced pressure. Then, the residue formed was recrystallized from ethanol to provide 1.2 g of N-carbamoyl-3-(2-methylguanidinothiazol-4-ylmethylthio)-propionamidine.di-hydrochloride showing... Reactants: C(#N)C=1C=C2C=NNC2=CC1 (5-cyanoindazole). Run in C1CCOC1 (THF), C1CCOC1 (THF). Reaction conditions: temperature 0 celsius. Product: NCC=1C=C2C=NNC2=CC1 (5-Aminomethylindazole). RXN SMILES: [C:1]([C:3]1[CH:4]=[C:5]2[C:9](=[CH:10][CH:11]=1)[NH:8][N:7]=[CH:6]2)#[N:2]>C1COCC1>[NH2:2][CH2:1][C:3]1[CH:4]=[C:5]2[C:9](=[CH:10][CH:11]=1)[NH:8][N:7]=[CH:6]2. Procedure details: To a solution of LiAl H4 (0.76 g, 20.1 mmol) in THF (10 mL) cooled to 0° C. was added a solution of 5-cyanoindazole (0.64 g, 4.47 mmol) in THF (10 mL) dropwise. After 0.5 h the reaction mixture was warmed to reflux for 2 h, then cooled to 0° C. and quenched by the careful addition of water (0.76 mL), 1.0 N sodium hydroxide (0.76 mL), and water (2.28 mL). This mixture was filtered through a pad of celite and washed with THF/MeOH (3:1, 300 mL). Removal of the solvent in vacuo provided a solid whic... Reactants: N=C(c1ccccc1)c1ccccc1, CC(C)(C)[O-], Cc1ccccc1, CC(=O)N(Cc1cc(C(F)(F)F)cc(C(F)(F)F)c1)C1CCCN(C(=O)OC(C)C)c2cc(Br)ccc21, ClCCl, [Na+], O=C(C=Cc1ccccc1)C=Cc1ccccc1, O=C(C=Cc1ccccc1)C=Cc1ccccc1, O=C(C=Cc1ccccc1)C=Cc1ccccc1, [Pd], [Pd]. Yields the product CC(=O)N(Cc1cc(C(F)(F)F)cc(C(F)(F)F)c1)C1CCCN(C(=O)OC(C)C)c2cc(N=C(c3ccccc3)c3ccccc3)ccc21. Reaction SMILES: [C:7]([c:8]1[cH:9][cH:10][cH:11][cH:12][cH:13]1)([c:14]1[cH:15][cH:16][cH:17][cH:18][cH:19]1)=[NH:20].[CH3:1][C:2]([CH3:3])([O-:4])[CH3:5].[CH3:58][c:59]1[cH:60][cH:61][cH:62][cH:63][cH:64]1.[CH:21]([CH3:22])([CH3:23])[O:24][C:25](=[O:26])[N:27]1[c:28]2[c:29]([cH:53][cH:54][c:55]([Br:57])[cH:56]2)[CH:30]([N:34]([CH2:35][c:36]2[cH:37][c:38]([C:46]([F:47])([F:48])[F:49])[cH:39][c:40]([C:42]([F:43])([F:44])[F:45])[cH:41]2)[C:50]([CH3:51])=[O:52])[CH2:31][CH2:32][CH2:33]1.[Cl:65][CH2:66][Cl:67].[Na+:6].[O:106]=[C:107]([CH:108]=[CH:109][c:110]1[cH:111][cH:112][cH:113][cH:114][cH:115]1)[CH:116]=[CH:117][c:118]1[cH:119][cH:120][cH:121][cH:122][cH:123]1.[O:70]=[C:71]([CH:72]=[CH:73][c:74]1[cH:75][cH:76][cH:77][cH:78][cH:79]1)[CH:80]=[CH:81][c:82]1[cH:83][cH:84][cH:85][cH:86][cH:87]1.[O:88]=[C:89]([CH:90]=[CH:91][c:92]1[cH:93][cH:94][cH:95][cH:96][cH:97]1)[CH:98]=[CH:99][c:100]1[cH:101][cH:102][cH:103][cH:104][cH:105]1.[Pd:68].[Pd:69]>>[C:7]([c:8]1[cH:9][cH:10][cH:11][cH:12][cH:13]1)([c:14]1[cH:15][cH:16][cH:17][cH:18][cH:19]1)=[N:20][c:55]1[cH:54][cH:53][c:29]2[c:28]([cH:56]1)[N:27]([C:25]([O:24][CH:21]([CH3:22])[CH3:23])=[O:26])[CH2:33][CH2:32][CH2:31][CH:30]2[N:34]([CH2:35][c:36]1[cH:37][c:38]([C:46]([F:47])([F:48])[F:49])[cH:39][c:40]([C:42]([F:43])([F:44])[F:45])[cH:41]1)[C:50]([CH3:51])=[O:52]. The reactants are C(C)(=O)O (acetic acid), CC(=O)C (acetone), NaHB(OAc)3, N[C@H]1C[C@H]([C@H](CC1)N1C([C@H](CC1)NC(OCC1=CC=CC=C1)=O)=O)CC (benzyl (S)-1-((1S,2R,4R)-4-amino-2-ethylcyclohexyl)-2-oxopyrrolidin-3-ylcarbamate). The solvent is ClCCCl (1,2-dichloroethane). Reaction conditions: temperature 50 celsius. The product is C(C)[C@H]1[C@H](CC[C@H](C1)N(C)C(C)C)N1C([C@H](CC1)NC(OCC1=CC=CC=C1)=O)=O (benzyl (S)-1-((1S,2R,4R)-2-ethyl-4-(isopropyl(methyl)amino)cyclohexyl)-2-oxopyrrolidin-3-ylcarbamate). Reaction SMILES: [NH2:1][C@@H:2]1[CH2:7][CH2:6][C@H:5]([N:8]2[CH2:12][CH2:11][C@H:10]([NH:13][C:14](=[O:23])[O:15][CH2:16][C:17]3[CH:22]=[CH:21][CH:20]=[CH:19][CH:18]=3)[C:9]2=[O:24])[C@H:4]([CH2:25][CH3:26])[CH2:3]1.[C:27](O)(=O)C.[CH3:31][C:32]([CH3:34])=O>ClCCCl>[CH2:25]([C@@H:4]1[CH2:3][C@H:2]([N:1]([CH:32]([CH3:34])[CH3:31])[CH3:27])[CH2:7][CH2:6][C@@H:5]1[N:8]1[CH2:12][CH2:11][C@H:10]([NH:13][C:14](=[O:23])[O:15][CH2:16][C:17]2[CH:18]=[CH:19][CH:20]=[CH:21][CH:22]=2)[C:9]1=[O:24])[CH3:26]. Reported procedure: The benzyl (S)-1-((1S,2R,4R)-4-amino-2-ethylcyclohexyl)-2-oxopyrrolidin-3-ylcarbamate (assumed 2.2 mmol) was dissolved in 1,2-dichloroethane (27 mL) and the resulting solution was charged successively with acetic acid (0.27 mL), acetone, and NaHB(OAc)3 (1.15 g) before being heated to 50° C. for 18 h. The reaction was concentrated in vacuo and the residue was dissolved in acetonitrile. The resulting solution was charged successively with formaldehyde and sodium cyanoborohydride. The reaction was ... The reactants are C=CCC1C=C2CC(=O)CCC2(C)C2CCC3(C)C(C(C)CCCC(C)C)CCC3C12, C1CCC2=NCCCN2CC1. Product: C=CCC1CC2=CC(=O)CCC2(C)C2CCC3(C)C(C(C)CCCC(C)C)CCC3C12. Reaction SMILES: [CH2:12]([CH:13]=[CH2:14])[CH:15]1[CH:16]2[CH:17]3[CH2:18][CH2:19][CH:20]([CH:21]([CH2:22][CH2:23][CH2:24][CH:25]([CH3:26])[CH3:27])[CH3:28])[C:29]3([CH3:42])[CH2:30][CH2:31][CH:32]2[C:33]2([CH3:41])[CH2:34][CH2:35][C:36](=[O:40])[CH2:37][C:38]2=[CH:39]1.[CH2:1]1[CH2:2][CH2:3][C:4]2=[N:9][CH2:8][CH2:7][CH2:6][N:5]2[CH2:10][CH2:11]1>>[CH2:12]([CH:13]=[CH2:14])[CH:15]1[CH:16]2[CH:17]3[CH2:18][CH2:19][CH:20]([CH:21]([CH2:22][CH2:23][CH2:24][CH:25]([CH3:26])[CH3:27])[CH3:28])[C:29]3([CH3:42])[CH2:30][CH2:31][CH:32]2[C:33]2([CH3:41])[CH2:34][CH2:35][C:36](=[O:40])[CH:37]=[C:38]2[CH2:39]1.